From a dataset of the Open Reaction Database (ORD), a public repository of structured organic reaction records. describe an organic reaction: reactants, conditions, products, and yield The reactants are CC(C(=O)O)(C)SC1=CN=C(S1)NC(=O)N(CCC1=CC=CC=C1)[C@@H]1CC[C@H](CC1)C (2-methyl-2-{2-[3-(trans-4-methyl-cyclohexyl)-3-phenethyl-ureido]-thiazol-5-ylsulfanyl}-propionic acid), ClCCS(=O)(=O)C (1-chloro-2-methanesulfonyl-ethane), C(C)OC(CSC1=CN=C(S1)N)=O ((2-aminothiazol-5-ylsulfanyl)acetic acid ethyl ester). Product: CS(=O)(=O)CCN(C(NC=1SC(=CN1)SCC(=O)O)=O)[C@@H]1CC[C@H](CC1)C ({2-[3-(2-Methanesulfonyl-ethyl)-3-(trans-4-methyl-cyclohexyl)-ureido]-thiazol-5-ylsulfanyl}-acetic acid). Reaction SMILES: C[C:2]([S:7][C:8]1[S:12][C:11]([NH:13][C:14]([N:16]([C@H:25]2[CH2:30][CH2:29][C@H:28]([CH3:31])[CH2:27][CH2:26]2)[CH2:17][CH2:18]C2C=CC=CC=2)=[O:15])=[N:10][CH:9]=1)(C)[C:3]([OH:5])=[O:4].ClC[CH2:34][S:35](C)(=[O:37])=[O:36].C(OC(=O)CSC1SC(N)=NC=1)C>>[CH3:34][S:35]([CH2:18][CH2:17][N:16]([C@H:25]1[CH2:26][CH2:27][C@H:28]([CH3:31])[CH2:29][CH2:30]1)[C:14](=[O:15])[NH:13][C:11]1[S:12][C:8]([S:7][CH2:2][C:3]([OH:5])=[O:4])=[CH:9][N:10]=1)(=[O:37])=[O:36]. Reported procedure: The compound was prepared following an analogous procedure to the one described for the synthesis of 2-methyl-2-{2-[3-(trans-4-methyl-cyclohexyl)-3-phenethyl-ureido]-thiazol-5-ylsulfanyl}-propionic acid using 1-chloro-2-methanesulfonyl-ethane (Prepared as described in Chem. Ber. 1894, 27, 3048) and (2-aminothiazol-5-ylsulfanyl)acetic acid ethyl ester. The reactants are C(C)(C)(C)OC(=O)N1[C@@H](CCC1)CO ((S)-1-t-butoxycarbonyl-2-pyrrolidinemethanol), C(C)(=O)OCC1=CC=C(C=N1)O (6-acetyloxymethyl-3-hydroxypyridine), C1(=CC=CC=C1)P(C1=CC=CC=C1)C1=CC=CC=C1 (triphenylphosphine), CCOC(=O)/N=N/C(=O)OCC (DEAD). Run in C1CCOC1 (THF). The product is C(C)(=O)OCC1=CC=C(C=N1)OC[C@H]1N(CCC1)C(=O)OC(C)(C)C (6-acetyloxymethyl-3-((1-BOC-2-(S)-pyrrolidinyl)methoxy)pyridine). Yield: 86.2%. Reaction SMILES: [C:1]([O:5][C:6]([N:8]1[CH2:12][CH2:11][CH2:10][C@H:9]1[CH2:13][OH:14])=[O:7])([CH3:4])([CH3:3])[CH3:2].[C:15]([O:18][CH2:19][C:20]1[N:25]=[CH:24][C:23](O)=[CH:22][CH:21]=1)(=[O:17])[CH3:16].C1(P(C2C=CC=CC=2)C2C=CC=CC=2)C=CC=CC=1.CCOC(/N=N/C(OCC)=O)=O>C1COCC1>[C:15]([O:18][CH2:19][C:20]1[N:25]=[CH:24][C:23]([O:14][CH2:13][C@@H:9]2[CH2:10][CH2:11][CH2:12][N:8]2[C:6]([O:5][C:1]([CH3:4])([CH3:3])[CH3:2])=[O:7])=[CH:22][CH:21]=1)(=[O:17])[CH3:16]. Procedure details: A sample of (S)-1-t-butoxycarbonyl-2-pyrrolidinemethanol (1.64 g, 8.18 mmol, prepared as in Example 15a above) and 1.05 g (6.29 mmol) of 6-acetyloxymethyl-3-hydroxypyridine, prepared as described by Deady and Dayhe, Aust. J. Chem., 2565:36 (1983), were reacted with triphenylphosphine and DEAD (8.18 mmol each) in 25 mL of THF according to the procedure of Example 14a. Workup gave 1.90 g of title compound. MS (DCI/NH3) m/e: 309 (M+H)+. 1H NMR (CDCl3, 300 MHz) δ: 8.32-8.28 (m, 1H), 7.33-7.25 (m,.2H... Starting materials: [BH4-], CO, CC(C)(C)OC(=O)Nc1ccc(OC(F)(F)F)cc1C=O, [Na+]. Product: CC(C)(C)OC(=O)Nc1ccc(OC(F)(F)F)cc1CO. RXN SMILES: [BH4-:22].[CH3:24][OH:25].[CH:1](=[O:2])[c:3]1[c:4]([NH:14][C:15]([O:16][C:17]([CH3:18])([CH3:19])[CH3:20])=[O:21])[cH:5][cH:6][c:7]([O:9][C:10]([F:11])([F:12])[F:13])[cH:8]1.[Na+:23]>>[CH2:1]([OH:2])[c:3]1[c:4]([NH:14][C:15]([O:16][C:17]([CH3:18])([CH3:19])[CH3:20])=[O:21])[cH:5][cH:6][c:7]([O:9][C:10]([F:11])([F:12])[F:13])[cH:8]1.